From a dataset of the Open Reaction Database (ORD), a public repository of structured organic reaction records. describe an organic reaction: reactants, conditions, products, and yield Starting materials: BrC1=C2C(=NC=C1)NC=C2 (4-Bromo-1H-pyrrolo[2,3-b]pyridine), FC(F)(F)S(=O)(=O)OS(=O)(=O)C(F)(F)F (trifluoromethyl sulfonic anhydride), N1C=CC=2C1=[N+](C=CC2)[O-] (1H-pyrrolo[2,3-b]pyridine 7-oxide), CN(C=O)C (N,N-dimethylformamide). Reagents/catalysts: [Br-].C(CCC)[N+](CCCC)(CCCC)CCCC (tetrabutyl ammonium bromide). Reaction conditions: temperature 0 celsius, time 8 hour. The product is BrC1=C2C(=NC=C1)N(C=C2)C(=O)OC(C)(C)C (tert-Butyl 4-bromo-1H-pyrrolo[2,3-b]pyridine-1-carboxylate). Isolated yield 34.3%. RXN SMILES: [Br:1][C:2]1[CH:7]=[CH:6][N:5]=[C:4]2[NH:8][CH:9]=[CH:10][C:3]=12.FC(S(OS(C(F)(F)F)(=O)=O)(=O)=[O:16])(F)F.N1[C:30]2=[N+]([O-])C=C[CH:34]=[C:29]2[CH:28]=C1.CN(C)[CH:38]=[O:39]>[Br-].C([N+](CCCC)(CCCC)CCCC)CCC>[Br:1][C:2]1[CH:7]=[CH:6][N:5]=[C:4]2[N:8]([C:38]([O:39][C:29]([CH3:30])([CH3:34])[CH3:28])=[O:16])[CH:9]=[CH:10][C:3]=12 |f:4.5|. Procedure: 4-Bromo-1H-pyrrolo[2,3-b]pyridine. A solution of trifluoromethyl sulfonic anhydride (9.3 g, 33 mmol) was added dropwise to a mixture of 1H-pyrrolo[2,3-b]pyridine 7-oxide (3 g, 22 mmol) and tetrabutyl ammonium bromide (10.8 g, 33 mmol) in N,N-dimethylformamide (30 mL) at 0° C. The resulting mixture was stirred at 0° C. for 4 h and at room temperature overnight. The reaction was quenched with water and neutralized with 1N sodium hydroxide to pH=7. The resulting mixture was extracted twice with a m... Starting materials: [BH4-].[Na+] (sodium borohydride), BrC1=CC=C(C2=NSN=C21)Br (4,7-dibromo-2,1,3-benzothiadiazole), O (water). The solvent is C(C)O (ethanol). Reaction conditions: time 18 hour. Yields the product BrC=1C(=C(C(=CC1)Br)N)N (3,6-dibromo-1,2-diaminobenzene). RXN SMILES: [Br:1][C:2]1[C:10]2[C:6](=[N:7]S[N:9]=2)[C:5]([Br:11])=[CH:4][CH:3]=1.[BH4-].[Na+].O>C(O)C>[Br:1][C:2]1[C:10]([NH2:9])=[C:6]([NH2:7])[C:5]([Br:11])=[CH:4][CH:3]=1 |f:1.2|. Procedure details: The specific preparation is described as follows: dissolving 4,7-dibromo-2,1,3-benzothiadiazole in organic solvent such as ethanol, adding appropriate sodium borohydride at 0° C., then raising the temperature to room temperature, stirring for 12-24 hours, distilling organic solvent of reaction product, after adding water, washing with saline water, then extracting with diethyl ether, drying with anhydrous sodium sulfate. 3,6-dibromo-1,2-diaminobenzene is obtained after solvent is rotary dried. Reaction conditions: time 2 hour. Solvent: N1=CC=CC=C1 (pyridine). The product is [Si](C)(C)(C(C)(C)C)OCC[C@@H]1CN(C(O1)C1=CC(=C(C=C1)Cl)Cl)S(=O)(=O)C1=CC(=C(C=C1)OC)OC (2-[(5R)-(3,4-Dichlorophenyl)-3(3,4-dimethoxybenzenesulfonyl)oxazolidin-5-yl]ethanol t-butyldimethylsilyl ether). Reported procedure: 1.00 g (2.72 mmole) of 2-[(5R)-(3,4-dichlorophenyl)oxazolidin-5-yl]ethanol t-butyldimethylsilyl ether [prepared as described in the first part of Example 1(f)] was dissolved in 10 ml of pyridine, and 773 mg (3.27 mmole) of 3,4-dimethoxybenzenesulfonyl chloride were added to the resulting solution, whilst ice-cooling. The mixture was then stirred for 2 hours under a nitrogen atmosphere. At the end of this time, the reaction mixture was poured into 100 ml of ice-cooled 10% w/v aqueous hydrochloric... As a reaction SMILES: [Si:1]([O:8][CH2:9][CH2:10][C@H:11]1[O:15][CH:14]([C:16]2[CH:21]=[CH:20][C:19]([Cl:22])=[C:18]([Cl:23])[CH:17]=2)[NH:13][CH2:12]1)([C:4]([CH3:7])([CH3:6])[CH3:5])([CH3:3])[CH3:2].[CH3:24][O:25][C:26]1[CH:27]=[C:28]([S:34](Cl)(=[O:36])=[O:35])[CH:29]=[CH:30][C:31]=1[O:32][CH3:33].Cl>N1C=CC=CC=1>[Si:1]([O:8][CH2:9][CH2:10][C@H:11]1[O:15][CH:14]([C:16]2[CH:21]=[CH:20][C:19]([Cl:22])=[C:18]([Cl:23])[CH:17]=2)[N:13]([S:34]([C:28]2[CH:29]=[CH:30][C:31]([O:32][CH3:33])=[C:26]([O:25][CH3:24])[CH:27]=2)(=[O:36])=[O:35])[CH2:12]1)([C:4]([CH3:7])([CH3:5])[CH3:6])([CH3:3])[CH3:2]. The reactants are [Si](C)(C)(C(C)(C)C)OCC[C@@H]1CNC(O1)C1=CC(=C(C=C1)Cl)Cl (2-[(5R)-(3,4-dichlorophenyl)oxazolidin-5-yl]ethanol t-butyldimethylsilyl ether), Cl (hydrochloric acid), COC=1C=C(C=CC1OC)S(=O)(=O)Cl (3,4-dimethoxybenzenesulfonyl chloride), ice. Yield: 81.0%. Starting materials: C(C1=CC=CC=C1)OC(=O)N[C@@H](CCCNC(N)=N)C(=O)O ((S)-N2-(benzyloxycarbonyl)-arginine), C(CCC)S(=O)(=O)Cl (butanesulphonyl chloride), N1CCCC1 (pyrrolidine). The product is Cl.N=C(NCCC[C@H](N)C(=O)N1CCCC1)NS(=O)(=O)CCCC ((S)-1-[N5-{(Imino)(butylsulphonylamino)-methyl}-ornithyl]-pyrrolidine Hydrochloride). RXN SMILES: C(OC([NH:11][C@H:12]([C:20]([OH:22])=O)[CH2:13][CH2:14][CH2:15][NH:16][C:17](=[NH:19])[NH2:18])=O)C1C=CC=CC=1.[CH2:23]([S:27]([Cl:30])(=[O:29])=[O:28])[CH2:24][CH2:25][CH3:26].[NH:31]1[CH2:35][CH2:34][CH2:33][CH2:32]1>>[ClH:30].[NH:19]=[C:17]([NH:18][S:27]([CH2:23][CH2:24][CH2:25][CH3:26])(=[O:29])=[O:28])[NH:16][CH2:15][CH2:14][CH2:13][C@@H:12]([C:20]([N:31]1[CH2:35][CH2:34][CH2:33][CH2:32]1)=[O:22])[NH2:11] |f:3.4|. Reported procedure: Starting from (S)-N2-(benzyloxycarbonyl)-arginine, butanesulphonyl chloride and pyrrolidine, the expected product is obtained according to the procedure described in Example 1. The reactants are FC1=NC(=CC=C1C(=O)O)F (2,6-difluoropyridine-3-carboxylic acid), Cl.ClC1=C(C(=CC=C1)F)CCOCC(=N)N (2-[2-(2-chloro-6-fluoro-phenyl)-ethoxy]-acetamidine hydrochloride). The product is ClC1=C(C(=CC=C1)F)CCOCC=1NC(C2=C(N1)N=C(C=C2)F)=O (2-[2-(2-Chloro-6-fluoro-phenyl)-ethoxymethyl]-7-fluoro-3H-pyrido[2,3-d]pyrimidin-4-one). Reaction SMILES: F[C:2]1[C:7]([C:8]([OH:10])=O)=[CH:6][CH:5]=[C:4]([F:11])[N:3]=1.Cl.[Cl:13][C:14]1[CH:19]=[CH:18][CH:17]=[C:16]([F:20])[C:15]=1[CH2:21][CH2:22][O:23][CH2:24][C:25]([NH2:27])=[NH:26]>>[Cl:13][C:14]1[CH:19]=[CH:18][CH:17]=[C:16]([F:20])[C:15]=1[CH2:21][CH2:22][O:23][CH2:24][C:25]1[NH:27][C:8](=[O:10])[C:7]2[CH:6]=[CH:5][C:4]([F:11])=[N:3][C:2]=2[N:26]=1 |f:1.2|. Reported procedure: The title compound was prepared in analogy to example 85 from 2,6-difluoropyridine-3-carboxylic acid and 2-[2-(2-chloro-6-fluoro-phenyl)-ethoxy]-acetamidine hydrochloride. Off-white solid. MS: m/e=352.2 [M+H+]. The reactants are FC1=C(C=C(C(=C1)C(C[N+](=O)[O-])CC=C)F)F (1,2,4-trifluoro-5-(1-nitropent-4-en-2-yl)benzene), Br/C(/C(=O)[O-])=C\C (bromocrotonate), [OH-].[Na+] (NaOH), C1CCOC1 (THF). Run in C(C)(C)(C)OC (methyl t-butyl ether). Reaction conditions: temperature 5 celsius. The product is C=C(C(=O)OC)CC(C(CC=C)C1=C(C=C(C(=C1)F)F)F)[N+](=O)[O-] (Methyl 2-methylene-4-nitro-5-(2,4,5-trifluorophenyl)oct-7-enoate). As a reaction SMILES: [F:1][C:2]1[CH:7]=[C:6]([CH:8]([CH2:13][CH:14]=[CH2:15])[CH2:9][N+:10]([O-:12])=[O:11])[C:5]([F:16])=[CH:4][C:3]=1[F:17].Br/[C:19](=C\C)/C([O-])=O.[OH-:25].[Na+].[CH2:27]1[CH2:31][O:30][CH2:29][CH2:28]1>C(OC)(C)(C)C>[CH2:19]=[C:28]([CH2:27][CH:9]([N+:10]([O-:12])=[O:11])[CH:8]([C:6]1[CH:7]=[C:2]([F:1])[C:3]([F:17])=[CH:4][C:5]=1[F:16])[CH2:13][CH:14]=[CH2:15])[C:29]([O:30][CH3:31])=[O:25] |f:2.3|. Procedure details: To a cooled (5° C.) and mechanically-stirred solution of 1,2,4-trifluoro-5-(1-nitropent-4-en-2-yl)benzene (266.3 g, 1.09 mol) and bromocrotonate (151 mL, 1.13 mol) in THF (270 mL), NaOH (322 mL, 1.61 mol, 5 M) was added. The resulting biphasic mixture was stirred vigorously for thirty minutes. The mixture was allowed to warm to room temperature, and was then diluted with methyl t-butyl ether (950 mL). The layers were separated, and the organic was washed with H2O (2×500 mL) and brine (1×500 mL).... The reactants are C[O-], COC(=O)Cc1ccc(F)c(SC(=O)N(C)C)c1, CO, [Na+]. Product: COC(=O)Cc1ccc(F)c(S)c1. Reaction SMILES: [CH3:19][O-:20].[CH3:1][O:2][C:3]([CH2:4][c:5]1[cH:6][c:7]([S:12][C:13](=[O:14])[N:15]([CH3:16])[CH3:17])[c:8]([F:11])[cH:9][cH:10]1)=[O:18].[CH3:22][OH:23].[Na+:21]>>[CH3:1][O:2][C:3]([CH2:4][c:5]1[cH:6][c:7]([SH:12])[c:8]([F:11])[cH:9][cH:10]1)=[O:18]. Starting materials: CO (methanol), 11.1, [N+](=O)([O-])C=1C=CC2=C(CCC(O2)C(=O)O)C1 (3,4-dihydro-6-nitro-2H-1-benzopyran-2-carboxylic acid), solution. Solvent: O1CCCC1 (tetrahydrofuran), O1CCCC1 (tetrahydrofuran). Reaction conditions: time 2 hour. Product: [N+](=O)([O-])C=1C=CC2=C(CCC(O2)CO)C1 (3,4-dihydro-6-nitro-2H-1-benzopyran-2-methanol). Yield: 70.0%. RXN SMILES: [N+:1]([C:4]1[CH:5]=[CH:6][C:7]2[O:12][CH:11]([C:13](O)=[O:14])[CH2:10][CH2:9][C:8]=2[CH:16]=1)([O-:3])=[O:2].CO>O1CCCC1>[N+:1]([C:4]1[CH:5]=[CH:6][C:7]2[O:12][CH:11]([CH2:13][OH:14])[CH2:10][CH2:9][C:8]=2[CH:16]=1)([O-:3])=[O:2]. Procedure details: To a stirred mixture of 11.1 parts of 3,4-dihydro-6-nitro-2H-1-benzopyran-2-carboxylic acid and 63 parts of tetrahydrofuran were added dropwise, during a 30 minutes-period, 23.6 parts of a borane dimethyl sulfide complex solution 2M in tetrahydrofuran (slightly exothermic reaction: temp. rose to 27° C.). Upon completion, the whole was heated to reflux and stirring was continued for 2 hours at reflux temperature. The reaction mixture was decomposed by the dropwise addition of 8 parts of methanol ... Reactants: O=C1C=CCCC1, [CH2]C, CCOC(C)=O, Cl. Yields the product CCOC(=O)CC1(O)C=CCCC1. RXN SMILES: [C:3]1(=[O:9])[CH:4]=[CH:5][CH2:6][CH2:7][CH2:8]1.[CH2:1][CH3:2].[CH3:11][CH2:12][O:13][C:14]([CH3:15])=[O:16].[ClH:10]>>[C:3]1([OH:9])([CH2:15][C:14]([O:13][CH2:12][CH3:11])=[O:16])[CH:4]=[CH:5][CH2:6][CH2:7][CH2:8]1.